This data is from the Open Reaction Database (ORD), a public repository of structured organic reaction records. The task is: describe an organic reaction: reactants, conditions, products, and yield Reactants: CC(C)(C)OC(=O)CBr, O=C([O-])[O-], CC(C)Oc1ccc(-c2nc(-c3cccc4c3CCNCC4)no2)cc1Cl, ClCCl, Cl, [K+], [K+]. Product: CC(C)Oc1ccc(-c2nc(-c3cccc4c3CCN(CC(=O)OC(C)(C)C)CC4)no2)cc1Cl. Reaction SMILES: [Br:35][CH2:36][C:37](=[O:38])[O:39][C:40]([CH3:41])([CH3:42])[CH3:43].[C:29](=[O:30])([O-:31])[O-:32].[Cl:2][c:3]1[cH:4][c:5](-[c:13]2[n:14][c:15](-[c:18]3[cH:19][cH:20][cH:21][c:22]4[c:28]3[CH2:27][CH2:26][NH:25][CH2:24][CH2:23]4)[n:16][o:17]2)[cH:6][cH:7][c:8]1[O:9][CH:10]([CH3:11])[CH3:12].[Cl:44][CH2:45][Cl:46].[ClH:1].[K+:33].[K+:34]>>[Cl:2][c:3]1[cH:4][c:5](-[c:13]2[n:14][c:15](-[c:18]3[cH:19][cH:20][cH:21][c:22]4[c:28]3[CH2:27][CH2:26][N:25]([CH2:36][C:37](=[O:38])[O:39][C:40]([CH3:41])([CH3:42])[CH3:43])[CH2:24][CH2:23]4)[n:16][o:17]2)[cH:6][cH:7][c:8]1[O:9][CH:10]([CH3:11])[CH3:12]. Reactants: C1(=CC=CC=C1)C1=NC2=C(N1)C=CC(=C2)CO ((2-Phenyl-1H-benzoimidazol-5-yl)-methanol). Reagents/catalysts: O=[Mn]=O (MnO2). The solvent is C1CCOC1 (THF). Product: C1(=CC=CC=C1)C1=NC2=C(N1)C=CC(=C2)C=O (2-Phenyl-1H-benzoimidazole-5-carbaldehyde). The yield is 99.1%. RXN SMILES: [C:1]1([C:7]2[NH:11][C:10]3[CH:12]=[CH:13][C:14]([CH2:16][OH:17])=[CH:15][C:9]=3[N:8]=2)[CH:6]=[CH:5][CH:4]=[CH:3][CH:2]=1>C1COCC1.O=[Mn]=O>[C:1]1([C:7]2[NH:11][C:10]3[CH:12]=[CH:13][C:14]([CH:16]=[O:17])=[CH:15][C:9]=3[N:8]=2)[CH:6]=[CH:5][CH:4]=[CH:3][CH:2]=1. Reported procedure: (2-Phenyl-1H-benzoimidazol-5-yl)-methanol (783 mg, 3.49 mmol) was dissolved in 20 mL THF. Added MnO2 (3.035 g, 34.91 mmol) and stirred at RT for 1 hour. Filtered through celite and removed solvent in vacuo. Obtained 769 mg (99.1%) of 2-Phenyl-1H-benzoimidazole-5-carbaldehyde as a light yellow foam.